Dataset: the Open Reaction Database (ORD), a public repository of structured organic reaction records. Task: describe an organic reaction: reactants, conditions, products, and yield Reported procedure: Using the procedure described in Example 306B, to a solution of 3-(6,7-dimethoxyquinazolin-4-yloxy)aniline (92 mg, 0.31 mmol), prepared as described in Example 113A, in THF (2 ml) was added DMAP (20 mg, 0.16 mmol) and phenyl 3-isopropyl-1-phenyl-1H-pyrazol-5-ylcarbamate (100 mg, 0.31 mmol) described in the previous step. The suspension was triturated with anhydrous diethyl ether to afford 1-(3-(6,7-dimethoxyquinazolin-4-yloxy)phenyl)-3-(3-isopropyl-1-phenyl-1H-pyrazol-5-yl)urea (98 mg, 60%) as a... Reaction SMILES: [CH3:1][O:2][C:3]1[CH:4]=[C:5]2[C:10](=[CH:11][C:12]=1[O:13][CH3:14])[N:9]=[CH:8][N:7]=[C:6]2[O:15][C:16]1[CH:17]=[C:18]([CH:20]=[CH:21][CH:22]=1)[NH2:19].[CH:23]([C:26]1[CH:30]=[C:29]([NH:31][C:32](=O)[O:33]C2C=CC=CC=2)[N:28]([C:41]2[CH:46]=[CH:45][CH:44]=[CH:43][CH:42]=2)[N:27]=1)([CH3:25])[CH3:24]>C1COCC1.CN(C1C=CN=CC=1)C>[CH3:1][O:2][C:3]1[CH:4]=[C:5]2[C:10](=[CH:11][C:12]=1[O:13][CH3:14])[N:9]=[CH:8][N:7]=[C:6]2[O:15][C:16]1[CH:17]=[C:18]([NH:19][C:32]([NH:31][C:29]2[N:28]([C:41]3[CH:42]=[CH:43][CH:44]=[CH:45][CH:46]=3)[N:27]=[C:26]([CH:23]([CH3:25])[CH3:24])[CH:30]=2)=[O:33])[CH:20]=[CH:21][CH:22]=1. The yield is 60.3%. The reagents and catalysts are CN(C)C=1C=CN=CC1 (DMAP). Reactants: COC=1C=C2C(=NC=NC2=CC1OC)OC=1C=C(N)C=CC1 (3-(6,7-dimethoxyquinazolin-4-yloxy)aniline), C(C)(C)C1=NN(C(=C1)NC(OC1=CC=CC=C1)=O)C1=CC=CC=C1 (phenyl 3-isopropyl-1-phenyl-1H-pyrazol-5-ylcarbamate). The solvent is C1CCOC1 (THF). Yields the product COC=1C=C2C(=NC=NC2=CC1OC)OC=1C=C(C=CC1)NC(=O)NC1=CC(=NN1C1=CC=CC=C1)C(C)C (1-(3-(6,7-dimethoxyquinazolin-4-yloxy)phenyl)-3-(3-isopropyl-1-phenyl-1H-pyrazol-5-yl)urea). The reactants are CCN(C(C)C)C(C)C, CN(C)C=O, COc1cc(C(=O)O)ccc1Nc1ncc2c(n1)N(CCCc1ccccc1)CC(F)(F)C(=O)N2C, NC1CCOCC1, O. Yields the product COc1cc(C(=O)NC2CCOCC2)ccc1Nc1ncc2c(n1)N(CCCc1ccccc1)CC(F)(F)C(=O)N2C. Reaction SMILES: [CH2:37]([N:38]([CH:39]([CH3:40])[CH3:41])[CH:42]([CH3:43])[CH3:44])[CH3:45].[CH3:53][N:54]([CH3:55])[CH:56]=[O:57].[F:1][C:2]1([F:36])[C:3](=[O:35])[N:4]([CH3:34])[c:5]2[c:6]([n:18][c:19]([NH:22][c:23]3[c:24]([O:32][CH3:33])[cH:25][c:26]([C:27](=[O:28])[OH:29])[cH:30][cH:31]3)[n:20][cH:21]2)[N:7]([CH2:9][CH2:10][CH2:11][c:12]2[cH:13][cH:14][cH:15][cH:16][cH:17]2)[CH2:8]1.[O:46]1[CH2:47][CH2:48][CH:49]([NH2:52])[CH2:50][CH2:51]1.[OH2:58]>>[F:1][C:2]1([F:36])[C:3](=[O:35])[N:4]([CH3:34])[c:5]2[c:6]([n:18][c:19]([NH:22][c:23]3[c:24]([O:32][CH3:33])[cH:25][c:26]([C:27](=[O:28])[NH:52][CH:49]4[CH2:48][CH2:47][O:46][CH2:51][CH2:50]4)[cH:30][cH:31]3)[n:20][cH:21]2)[N:7]([CH2:9][CH2:10][CH2:11][c:12]2[cH:13][cH:14][cH:15][cH:16][cH:17]2)[CH2:8]1.